Dataset: the Open Reaction Database (ORD), a public repository of structured organic reaction records. Task: describe an organic reaction: reactants, conditions, products, and yield Starting materials: CC=1N=COC1CO ((4-methyl-1,3-oxazol-5-yl)methanol), BrC(Br)(Br)Br (tetrabromomethane), C1(=CC=CC=C1)P(C1=CC=CC=C1)C1=CC=CC=C1 (triphenylphosphane), O=C1N(C(C2=C(N1)C=C(S2)C2=CC=CC=C2)=O)C2CCN(CC2)C(=O)OC(C)(C)C (tert-butyl 4-(2,4-dioxo-6-phenyl-1,4-dihydrothieno[3,2-d]pyrimidin-3(2H)-yl)piperidine-1-carboxylate), C([O-])([O-])=O.[K+].[K+] (potassium carbonate). Run in C(Cl)Cl (DCM), CN(C)C=O (DMF). Run at time 1 hour. Product: CC=1N=COC1CN1C(N(C(C2=C1C=C(S2)C2=CC=CC=C2)=O)C2CCN(CC2)C(=O)OC(C)(C)C)=O (tert-butyl 4-{1-[(4-methyl-1,3-oxazol-5-yl)methyl]-2,4-dioxo-6-phenyl-1,4-dihydrothieno[3,2-d]pyrimidin-3(2H)-yl}piperidine-1-carboxylate). RXN SMILES: [CH3:1][C:2]1[N:3]=[CH:4][O:5][C:6]=1[CH2:7]O.BrC(Br)(Br)Br.C1(P(C2C=CC=CC=2)C2C=CC=CC=2)C=CC=CC=1.[O:33]=[C:34]1[NH:39][C:38]2[CH:40]=[C:41]([C:43]3[CH:48]=[CH:47][CH:46]=[CH:45][CH:44]=3)[S:42][C:37]=2[C:36](=[O:49])[N:35]1[CH:50]1[CH2:55][CH2:54][N:53]([C:56]([O:58][C:59]([CH3:62])([CH3:61])[CH3:60])=[O:57])[CH2:52][CH2:51]1.C(=O)([O-])[O-].[K+].[K+]>C(Cl)Cl.CN(C=O)C>[CH3:1][C:2]1[N:3]=[CH:4][O:5][C:6]=1[CH2:7][N:39]1[C:38]2[CH:40]=[C:41]([C:43]3[CH:48]=[CH:47][CH:46]=[CH:45][CH:44]=3)[S:42][C:37]=2[C:36](=[O:49])[N:35]([CH:50]2[CH2:55][CH2:54][N:53]([C:56]([O:58][C:59]([CH3:61])([CH3:60])[CH3:62])=[O:57])[CH2:52][CH2:51]2)[C:34]1=[O:33] |f:4.5.6|. Procedure details: To a solution of (4-methyl-1,3-oxazol-5-yl)methanol (489 mg, compound D26) in dry DCM (0.6 ml) are added tetrabromomethane (1.87 g) and triphenylphosphane (1.48 g) and the mixture is stirred for 1 h at RT. Subsequently the reaction mixture is transferred to a microwave vial and tert-butyl 4-(2,4-dioxo-6-phenyl-1,4-dihydrothieno[3,2-d]pyrimidin-3(2H)-yl)piperidine-1-carboxylate (1.00 g, compound B50), dry DMF (150 ml) and potassium carbonate (1.23 g) are added. The mixture is stirred for 4 h at 5... Starting materials: CN1N=C(C(=C1)C1=CC=NC=C1)C1=CC=C(OCC2=NC3=CC=CC=C3C=C2)C=C1 (2-[4-(1-Methyl-4-pyridin-4-yl-1H-pyrazol-3-yl)-phenoxymethyl]-quinoline), N(N)CC(C)O (1-hydrazino-propan-2-ol). Yields the product N1=CC=C(C=C1)C=1C(=NN(C1)CC(C)O)C1=CC=C(C=C1)OCC1=NC2=CC=CC=C2C=C1 (1-{4-Pyridin-4-yl-3-[4-(quinolin-2-ylmethoxy)-phenyl]-pyrazol-1-yl}-propan-2-ol). Reaction SMILES: [CH3:1][N:2]1[CH:6]=[C:5]([C:7]2[CH:12]=[CH:11][N:10]=[CH:9][CH:8]=2)[C:4]([C:13]2[CH:30]=[CH:29][C:16]([O:17][CH2:18][C:19]3[CH:28]=[CH:27][C:26]4[C:21](=[CH:22][CH:23]=[CH:24][CH:25]=4)[N:20]=3)=[CH:15][CH:14]=2)=[N:3]1.N([CH2:33][CH:34]([OH:36])C)N>>[N:10]1[CH:9]=[CH:8][C:7]([C:5]2[C:4]([C:13]3[CH:30]=[CH:29][C:16]([O:17][CH2:18][C:19]4[CH:28]=[CH:27][C:26]5[C:21](=[CH:22][CH:23]=[CH:24][CH:25]=5)[N:20]=4)=[CH:15][CH:14]=3)=[N:3][N:2]([CH2:1][CH:34]([OH:36])[CH3:33])[CH:6]=2)=[CH:12][CH:11]=1. Procedure details: Following the procedure for the preparation of 2-[4-(1-Methyl-4-pyridin-4-yl-1H-pyrazol-3-yl)-phenoxymethyl]-quinoline but substituting 1-hydrazino-propan-2-ol provided the title compound. 1H NMR (400 MHz, CDCl3) δ 8.44 (bs, 2 H), 8.20 (d, J=8.3 Hz, 1 H), 8.08 (d, J=8.3 Hz, 1H), 7.83 (d, J=8.3 Hz, 1 H), 7.75 (m 2H), 7.67 (d, J=8.3 Hz, 1H), 7.56 (t, J=8.3 Hz, 1H), 7.36 (d, J=8.7 Hz, 2H) 7.30 (m, 2H), 7.03 (d, J=9.1 Hz, 2 H), 5.40 (s, 2H), 4.49 (m, 1H), 4.23 (m, 1H), 4.02 (m, 1H), 1.83 (m, 1H), 1.... The reactants are C(CC)N1C(C=2C(C1=O)=CC=CC2)=O (N-propylphthalimide), [N+](=O)(O)[O-] (nitric acid). Product: [N+](=O)([O-])C=1C=C2C(C(=O)N(C2=O)CCC)=CC1 (4-nitro-N-propylphthalimide). RXN SMILES: [CH2:1]([N:4]1[C:8](=[O:9])[C:7]2=[CH:10][CH:11]=[CH:12][CH:13]=[C:6]2[C:5]1=[O:14])[CH2:2][CH3:3].[N+:15]([O-])([OH:17])=[O:16]>>[N+:15]([C:11]1[CH:10]=[C:7]2[C:8](=[O:9])[N:4]([CH2:1][CH2:2][CH3:3])[C:5](=[O:14])[C:6]2=[CH:13][CH:12]=1)([O-:17])=[O:16]. Procedure details: N-propylphthalimide (50 g) was nitrated in 500 g 99% nitric acid to produce 4-nitro-N-propylphthalimide under conditions described in Example 2. Reactants: NC1=NC(=NC(=C1)Cl)N1CCOCC1 (4-amino-6-chloro-2-morpholinopyrimidine), C[O-].[Na+] (sodium methylate), O (water). The solvent is COCCOC (1,2-dimethoxyethane). Run at temperature 20 celsius, time 22 hour. Yields the product NC1=NC(=NC(=C1)OC)N1CCOCC1 (4-amino-6-methoxy-2-morpholinopyrimidine). The yield is 66.0%. RXN SMILES: [NH2:1][C:2]1[CH:7]=[C:6](Cl)[N:5]=[C:4]([N:9]2[CH2:14][CH2:13][O:12][CH2:11][CH2:10]2)[N:3]=1.[CH3:15][O-:16].[Na+].O>COCCOC>[NH2:1][C:2]1[CH:7]=[C:6]([O:16][CH3:15])[N:5]=[C:4]([N:9]2[CH2:14][CH2:13][O:12][CH2:11][CH2:10]2)[N:3]=1 |f:1.2|. Procedure details: 60.46 g of 4-amino-6-chloro-2-morpholinopyrimidine (described in Chem. Pharm. Bull. 13, 557) are suspended in 190 ml of 1,2-dimethoxyethane and to this suspension are added 35.4 g of sodium methylate. The suspension is subsequently stirred for 22 hours under reflux and then cooled to 20° C. After addition of 180 ml of water the precipitated product is collected by suction and dried in vacuo at 80° C., affording 39.1 g (66% of theory) of 4-amino-6-methoxy-2-morpholinopyrimidine with a melting poi... The reactants are BrC1=C(C=C(C(=C1)C1CCCC1)OC(=O)OC)NC(=O)C1CN(C2=C(O1)C=CC(=C2)C#N)C(=O)OCC (Ethyl 2-(2-bromo-4-cyclopentyl-5-(methoxycarbonyloxy)phenylcarbamoyl)-6-cyano-2H-benzo[b][1,4]oxazine-4(3H)-carboxylate), CC1(OB(OC1(C)C)C=1CCN(CC1)C(=O)OC(C)(C)C)C (tert-butyl 4-(4,4,5,5-tetramethyl-1,3,2-dioxaborolan-2-yl)-3,6-dihydro-2H-pyridine-1-carboxylate), C(=O)([O-])[O-].[Cs+].[Cs+] (Cs2CO3). Reagents/catalysts: C=1C=CC(=CC1)[P](C=2C=CC=CC2)(C=3C=CC=CC3)[Pd]([P](C=4C=CC=CC4)(C=5C=CC=CC5)C=6C=CC=CC6)([P](C=7C=CC=CC7)(C=8C=CC=CC8)C=9C=CC=CC9)[P](C=1C=CC=CC1)(C=1C=CC=CC1)C=1C=CC=CC1 (Pd(PPh3)4). The solvent is CN(C)C=O (DMF). Conditions: temperature 90 celsius. Yields the product C(C)(C)(C)OC(=O)N1CCC(=CC1)C1=C(C=C(C(=C1)C1CCCC1)O)NC(=O)C1CN(C2=C(O1)C=CC(=C2)C#N)C(=O)OCC (ethyl 2-(2-(1-(tert-butoxycarbonyl)-1,2,3,6-tetrahydropyridin-4-yl)-4-cyclopentyl-5-hydroxyphenylcarbamoyl)-6-cyano-2H-benzo[b][1,4]oxazine-4(3H)-carboxylate). Isolated yield 55.9%. RXN SMILES: Br[C:2]1[CH:7]=[C:6]([CH:8]2[CH2:12][CH2:11][CH2:10][CH2:9]2)[C:5]([O:13]C(OC)=O)=[CH:4][C:3]=1[NH:18][C:19]([CH:21]1[O:26][C:25]2[CH:27]=[CH:28][C:29]([C:31]#[N:32])=[CH:30][C:24]=2[N:23]([C:33]([O:35][CH2:36][CH3:37])=[O:34])[CH2:22]1)=[O:20].CC1(C)C(C)(C)OB([C:46]2[CH2:47][CH2:48][N:49]([C:52]([O:54][C:55]([CH3:58])([CH3:57])[CH3:56])=[O:53])[CH2:50][CH:51]=2)O1.C([O-])([O-])=O.[Cs+].[Cs+]>CN(C=O)C.C1C=CC([P]([Pd]([P](C2C=CC=CC=2)(C2C=CC=CC=2)C2C=CC=CC=2)([P](C2C=CC=CC=2)(C2C=CC=CC=2)C2C=CC=CC=2)[P](C2C=CC=CC=2)(C2C=CC=CC=2)C2C=CC=CC=2)(C2C=CC=CC=2)C2C=CC=CC=2)=CC=1>[C:55]([O:54][C:52]([N:49]1[CH2:48][CH:47]=[C:46]([C:2]2[CH:7]=[C:6]([CH:8]3[CH2:12][CH2:11][CH2:10][CH2:9]3)[C:5]([OH:13])=[CH:4][C:3]=2[NH:18][C:19]([CH:21]2[O:26][C:25]3[CH:27]=[CH:28][C:29]([C:31]#[N:32])=[CH:30][C:24]=3[N:23]([C:33]([O:35][CH2:36][CH3:37])=[O:34])[CH2:22]2)=[O:20])[CH2:51][CH2:50]1)=[O:53])([CH3:58])([CH3:56])[CH3:57] |f:2.3.4,^1:74,76,95,114|. Reported procedure: Ethyl 2-(2-bromo-4-cyclopentyl-5-(methoxycarbonyloxy)phenylcarbamoyl)-6-cyano-2H-benzo[b][1,4]oxazine-4(3H)-carboxylate (166 mg, 0.29 mmol), tert-butyl 4-(4,4,5,5-tetramethyl-1,3,2-dioxaborolan-2-yl)-3,6-dihydro-2H-pyridine-1-carboxylate (90 mg, 0.29 mmol), Pd(PPh3)4 (34 mg, 0.03 mmol), and Cs2CO3 (189 mg, 0.58 mmol) were combined in DMF (4 mL) and heated at 90° C. for 4 h. The reaction was quenched with water (50 mL) and extracted with dichloromethane (3×10 mL). The combined organic extracts we... The reactants are FC=1C(=C(C(=CC1F)OC)NS(=O)(=O)C1(CC1)C[C@@H]1OC(OC1)(C)C)NC1=C(C=C(C=C1)I)F ((S)—N-(3,4-difluoro-2-(2-fluoro-4-iodophenylamino)-6-methoxyphenyl)-1-((2,2-dimethyl-1,3-dioxolan-4-yl)methyl)cyclopropane-1-sulfonamide). Solvent: C1CCOC1 (THF), Cl (HCl). Reaction conditions: time 8 hour. Yields the product FC=1C(=C(C(=CC1F)OC)NS(=O)(=O)C1(CC1)C[C@@H](CO)O)NC1=C(C=C(C=C1)I)F ((S)—N-(3,4-difluoro-2-(2-fluoro-4-iodophenylamino)-6-methoxyphenyl)-1-(2,3-dihydroxypropyl)cyclopropane-1-sulfonamide). As a reaction SMILES: [F:1][C:2]1[C:3]([NH:26][C:27]2[CH:32]=[CH:31][C:30]([I:33])=[CH:29][C:28]=2[F:34])=[C:4]([NH:11][S:12]([C:15]2([CH2:18][C@H:19]3[CH2:23][O:22]C(C)(C)[O:20]3)[CH2:17][CH2:16]2)(=[O:14])=[O:13])[C:5]([O:9][CH3:10])=[CH:6][C:7]=1[F:8]>C1COCC1.Cl>[F:1][C:2]1[C:3]([NH:26][C:27]2[CH:32]=[CH:31][C:30]([I:33])=[CH:29][C:28]=2[F:34])=[C:4]([NH:11][S:12]([C:15]2([CH2:18][C@H:19]([OH:20])[CH2:23][OH:22])[CH2:17][CH2:16]2)(=[O:13])=[O:14])[C:5]([O:9][CH3:10])=[CH:6][C:7]=1[F:8]. Procedure details: (S)—N-(3,4-difluoro-2-(2-fluoro-4-iodophenylamino)-6-methoxyphenyl)-1-((2,2-dimethyl-1,3-dioxolan-4-yl)methyl)cyclopropane-1-sulfonamide is dissolved in a mixture of THF and HCl and stirred overnight at room temperature. The solvents are removed under reduced pressure and the residue dissolved in ethyl acetate. The organic phase is washed with aqueous NaHCO3, dried (Na2SO4), and concentrated. Reactants: O=Cc1c(F)ccc(Br)c1F, O=C([O-])[O-], CC(C)(C)S, [K+], [K+], CN(C)C=O. Product: CC(C)(C)Sc1c(Br)ccc(F)c1C=O. As a reaction SMILES: [Br:1][c:2]1[c:3]([F:11])[c:4]([CH:5]=[O:6])[c:7]([F:10])[cH:8][cH:9]1.[C:17](=[O:18])([O-:19])[O-:20].[CH3:12][C:13]([CH3:14])([CH3:15])[SH:16].[K+:21].[K+:22].[O:23]=[CH:24][N:25]([CH3:26])[CH3:27]>>[Br:1][c:2]1[c:3]([S:16][C:13]([CH3:12])([CH3:14])[CH3:15])[c:4]([CH:5]=[O:6])[c:7]([F:10])[cH:8][cH:9]1. Starting materials: Cl (hydrogen chloride), C(C)OC=1C=C(C(=O)C2=NC=C(C3=CC(=C(C=C23)OC)OC)C#N)C=CC1 (1-(3-Ethoxy-benzoyl)-6,7-dimethoxy-isoquinoline-4-carbonitrile), Cl (hydrochloride), C(C)OC=1C=C(C(=O)C2=NC=C(C3=CC(=C(C=C23)OC)OC)C(=O)N)C=CC1 (1-(3-Ethoxy-benzoyl)-6,7-dimethoxy-isoquinoline-4-carboxylic acid amide), C(C)OC(=N)C1=CN=C(C2=CC(=C(C=C12)OC)OC)C(C1=CC(=CC=C1)OCC)=O (1-(3-Ethoxy-benzoyl)-6,7-dimethoxy-isoquinoline-4-carboximidic acid ethyl ester), Cl (hydrochloride). Run in C(C)O (ethanol). Conditions: time 12 hour. Yields the product Cl.C(C)OC=1C=C(C(=O)C2=NC=C(C3=CC(=C(C=C23)OC)OC)C(=O)N)C=CC1 (1-(3-Ethoxy-benzoyl)-6,7-dimethoxy-isoquinoline-4-carboxylic acid amide, hydrochloride salt). As a reaction SMILES: [ClH:1].C(OC1C=C(C=CC=1)C(C1C2C(=CC(OC)=C(OC)C=2)C(C#N)=CN=1)=O)C.C([O:31][C:32]([C:34]1[C:43]2[C:38](=[CH:39][C:40]([O:46][CH3:47])=[C:41]([O:44][CH3:45])[CH:42]=2)[C:37]([C:48](=[O:58])[C:49]2[CH:54]=[CH:53][CH:52]=[C:51]([O:55][CH2:56][CH3:57])[CH:50]=2)=[N:36][CH:35]=1)=[NH:33])C.C(OC1C=C(C=CC=1)C(C1C2C(=CC(OC)=C(OC)C=2)C(C(N)=O)=CN=1)=O)C>C(O)C>[ClH:1].[CH2:56]([O:55][C:51]1[CH:50]=[C:49]([CH:54]=[CH:53][CH:52]=1)[C:48]([C:37]1[C:38]2[C:43](=[CH:42][C:41]([O:44][CH3:45])=[C:40]([O:46][CH3:47])[CH:39]=2)[C:34]([C:32]([NH2:33])=[O:31])=[CH:35][N:36]=1)=[O:58])[CH3:57] |f:5.6|. Procedure details: The dry hydrogen chloride gas was passed to the suspension of 1-(3-Ethoxy-benzoyl)-6,7-dimethoxy-isoquinoline-4-carbonitrile (200 mg, 0.55 mmol) in ethanol (5 mL) at 0° C. until the solution was saturated. The mixture was stirred at room temperature for 12 h. After removal of solvent and hydrogen chloride, ether was added to solidify the product. Flash chromatography (Merck Silica gel 60, 70–230 mesh, 0%–5% methanol in methylenechloride in 30 min) afforded two products: 1st product, 1-(3-Ethoxy-... The reactants are C([O-])([O-])=O.[K+].[K+] (potassium carbonate), ClC1=CC=C2C(=CNC(C2=C1)=O)C(=O)OCC (7-chloro-4-ethoxycarbonyl-1(2H)-isoquinolone), ClCCCO (3-chloropropanol). The solvent is CN(C=O)C (dimethylformamide). Run at temperature 110 celsius, time 2 hour. Product: ClC1=CC=C2C(=CN(C(C2=C1)=O)CCCO)C(=O)OCC (7-chloro-4-ethoxycarbonyl-2-(3-hydroxypropyl)-1-(2H)-isoquinolone). Isolated yield 65.3%. Reaction SMILES: [Cl:1][C:2]1[CH:11]=[C:10]2[C:5]([C:6]([C:13]([O:15][CH2:16][CH3:17])=[O:14])=[CH:7][NH:8][C:9]2=[O:12])=[CH:4][CH:3]=1.C(=O)([O-])[O-].[K+].[K+].Cl[CH2:25][CH2:26][CH2:27][OH:28]>CN(C)C=O>[Cl:1][C:2]1[CH:11]=[C:10]2[C:5]([C:6]([C:13]([O:15][CH2:16][CH3:17])=[O:14])=[CH:7][N:8]([CH2:25][CH2:26][CH2:27][OH:28])[C:9]2=[O:12])=[CH:4][CH:3]=1 |f:1.2.3|. Procedure details: 25 g of 7-chloro-4-ethoxycarbonyl-1(2H)-isoquinolone was dissolved in 100 ml of dimethylformamide while warming, and 27 g of anhydrous potassium carbonate was added to the solution, followed by stirring for 2 hours at 110° C. Then, 14 g of 3-chloropropanol was added thereto and the stirring was continued for 5 hours at 110° C.The solvent was distilled off and the residue was dissolved in dichloromethane. The solution was washed with water, dried and the solvent was distilled off. The resulting c...